Dataset: the Open Reaction Database (ORD), a public repository of structured organic reaction records. Task: describe an organic reaction: reactants, conditions, products, and yield Starting materials: CN(C=1SC=CC1C(C1=C(C=CC=C1)F)=O)C(C)=O (N-methyl-2-acetylamino-3-(o-fluorobenzoyl)thiophene), Cl (hydrochloric acid), N (ammonia). The solvent is C(C)O (ethanol). Reaction conditions: temperature 90 celsius. Product: CNC=1SC=CC1C(C1=C(C=CC=C1)F)=O (2-methylamino-3-(o-fluorobenzoyl)thiophene). Reaction SMILES: [CH3:1][N:2](C(=O)C)[C:3]1[S:4][CH:5]=[CH:6][C:7]=1[C:8](=[O:16])[C:9]1[CH:14]=[CH:13][CH:12]=[CH:11][C:10]=1[F:15].Cl.N>C(O)C>[CH3:1][NH:2][C:3]1[S:4][CH:5]=[CH:6][C:7]=1[C:8](=[O:16])[C:9]1[CH:14]=[CH:13][CH:12]=[CH:11][C:10]=1[F:15]. Procedure: To a solution of 2.5 g of N-methyl-2-acetylamino-3-(o-fluorobenzoyl)thiophene in 12.5 ml of ethanol, is added 6.6 ml of 6 N aqueous hydrochloric acid. The mixture is heated at 90°C for 3 hours. After cooling, the reaction mixture is neutralized with aqueous ammonia, then extracted with ether. The ether extracts are washed with water, dried over sodium sulfate, then evaporated under reduced pressure to give an oil, which is crystallized from ethanol to give 2-methylamino-3-(o-fluorobenzoyl)thioph... Reactants: [N-]=C=O (isocyanate), C(C)N=C=O (ethyl isocyanate), CCN(C(C)C)C(C)C (DIEA), NC1=NN(C2=C1C=NC(=C2)NC(=O)N[C@H](C)C2=CC=CC=C2)C(C2=CC=CC=C2)(C2=CC=CC=C2)C2=CC=CC=C2 ((R)-1-(3-amino-1-trityl-1H-pyrazolo[4,3-c]pyridin-6-yl)-3-(1-phenylethyl)urea), [N-]=C=O (isocyanate), C(C(CO)(CO)N)O (Trisamine). The solvent is C(Cl)Cl (DCM). Conditions: time 16 hour. The product is C(C)NC(NC1=NN(C2=C1C=NC(=C2)NC(=O)N[C@H](C)C2=CC=CC=C2)C(C2=CC=CC=C2)(C2=CC=CC=C2)C2=CC=CC=C2)=O ((R)-1-(3-(3-ethylureido)-1-trityl-1H-pyrazolo[4,3-c]pyridin-6-yl)-3-(1-phenylethyl)urea). Reaction SMILES: [NH2:1][C:2]1[C:6]2[CH:7]=[N:8][C:9]([NH:11][C:12]([NH:14][C@@H:15]([C:17]3[CH:22]=[CH:21][CH:20]=[CH:19][CH:18]=3)[CH3:16])=[O:13])=[CH:10][C:5]=2[N:4]([C:23]([C:36]2[CH:41]=[CH:40][CH:39]=[CH:38][CH:37]=2)([C:30]2[CH:35]=[CH:34][CH:33]=[CH:32][CH:31]=2)[C:24]2[CH:29]=[CH:28][CH:27]=[CH:26][CH:25]=2)[N:3]=1.[CH2:42]([N:44]=[C:45]=[O:46])[CH3:43].CCN(C(C)C)C(C)C.[N-]=C=O.C(O)C(N)(CO)CO>C(Cl)Cl>[CH2:42]([NH:44][C:45](=[O:46])[NH:1][C:2]1[C:6]2[CH:7]=[N:8][C:9]([NH:11][C:12]([NH:14][C@@H:15]([C:17]3[CH:22]=[CH:21][CH:20]=[CH:19][CH:18]=3)[CH3:16])=[O:13])=[CH:10][C:5]=2[N:4]([C:23]([C:24]2[CH:25]=[CH:26][CH:27]=[CH:28][CH:29]=2)([C:36]2[CH:41]=[CH:40][CH:39]=[CH:38][CH:37]=2)[C:30]2[CH:31]=[CH:32][CH:33]=[CH:34][CH:35]=2)[N:3]=1)[CH3:43]. Reported procedure: To an 8 mL vial charged with (R)-1-(3-amino-1-trityl-1H-pyrazolo[4,3-c]pyridin-6-yl)-3-(1-phenylethyl)urea (25 mg, 0.046 mmol) in DCM (1 ml) was added ethyl isocyanate (5.51 μl, 0.070 mmol) and DIEA (0.024 ml, 0.139 mmol). The vial was capped and the contents stirred at room temperature for 16 h. The course of reaction was followed by LCMS analysis. Only minor product formation was observed. Excess isocyanate (1.5 eq) was added and the reaction mixture heated to 40° C. for a further 16 h. Unreac... Starting materials: C(C)(C)NC(C)C (diisopropylamine), CC(C)(OC(=O)N[C@H](C(=O)OCC)CC1=CC=C(C=C1)OS(=O)(=O)C(F)(F)F)C (ethyl (αS)-α-[[(1,1-dimethylethoxy)carbonyl]amino]-4-(trifluoromethanesulfonyloxy)benzenepropionate), C(C)OCC1=CC(=C(C(=C1)OC)OB(O)O)OC (4-ethoxymethyl-2,6-dimethoxyphenylboric acid), C1(=CC=CC=C1)P(C1=CC=CC=C1)C1=CC=CC=C1 (triphenylphosphine). The reagents and catalysts are C(C)(=O)[O-].[Pd+2].C(C)(=O)[O-] (palladium acetate). The solvent is O (water), C1(=CC=CC=C1)C (toluene), CN1C(CCC1)=O (N-methylpyrrolidone). Run at temperature 90 celsius, time 1 hour. Yields the product CC(C)(OC(=O)N[C@H](C(=O)OCC)CC1=CC=C(C=C1)C1=C(C=C(C=C1OC)COCC)OC)C (ethyl (αS)-α-[[(1,1-dimethylethoxy)carbonyl]amino]-4′-ethoxymethyl-2′,6′-dimethoxy(1,1′-biphenyl)-4-propionate). Isolated yield 123.2%. RXN SMILES: [CH3:1][C:2]([CH3:29])([O:4][C:5]([NH:7][C@@H:8]([CH2:14][C:15]1[CH:20]=[CH:19][C:18](OS(C(F)(F)F)(=O)=O)=[CH:17][CH:16]=1)[C:9]([O:11][CH2:12][CH3:13])=[O:10])=[O:6])[CH3:3].[CH2:30]([O:32][CH2:33][C:34]1[CH:39]=[C:38]([O:40][CH3:41])[C:37](OB(O)O)=[C:36]([O:46][CH3:47])[CH:35]=1)[CH3:31].C1(P(C2C=CC=CC=2)C2C=CC=CC=2)C=CC=CC=1.C(NC(C)C)(C)C>C([O-])(=O)C.[Pd+2].C([O-])(=O)C.O.C1(C)C=CC=CC=1.CN1CCCC1=O>[CH3:1][C:2]([CH3:29])([O:4][C:5]([NH:7][C@@H:8]([CH2:14][C:15]1[CH:20]=[CH:19][C:18]([C:37]2[C:36]([O:46][CH3:47])=[CH:35][C:34]([CH2:33][O:32][CH2:30][CH3:31])=[CH:39][C:38]=2[O:40][CH3:41])=[CH:17][CH:16]=1)[C:9]([O:11][CH2:12][CH3:13])=[O:10])=[O:6])[CH3:3] |f:4.5.6|. Procedure: Under nitrogen atmosphere, to a mixture of ethyl (αS)-α-[[(1,1-dimethylethoxy)carbonyl]amino]-4-(trifluoromethanesulfonyloxy)benzenepropionate (66.2 g), 4-ethoxymethyl-2,6-dimethoxyphenylboric acid (54.0 g), triphenylphosphine (9.83 g) and N-methylpyrrolidone (330 ml) were added palladium acetate (1.68 g) and diisopropylamine (24.9 g), and the mixture was heated at 90° C. After stirring for 1 hour at the same temperature, the mixture was cooled and toluene and water were added. The organic layer... Starting materials: ClC=1C=C(C=CC1Cl)C (3,4-dichloro-toluene), [N+](=O)(O)[O-] (nitric acid). The solvent is O (water). Conditions: time 2 hour. Product: ClC1=CC(=C(C=C1Cl)[N+](=O)[O-])C (4,5-Dichloro-2-methyl-nitrobenzene). The yield is 92.0%. Reaction SMILES: [Cl:1][C:2]1[CH:3]=[C:4]([CH3:9])[CH:5]=[CH:6][C:7]=1[Cl:8].[N+:10]([O-])([OH:12])=[O:11]>O>[Cl:1][C:2]1[C:7]([Cl:8])=[CH:6][C:5]([N+:10]([O-:12])=[O:11])=[C:4]([CH3:9])[CH:3]=1. Procedure details: To stirred 3,4-dichloro-toluene 4 (10.0 g, 62.2 mmol) at 0° C. was slowly added fuming nitric acid (20.0 mL). The mixture was stirred for 2 hrs at RT, then water added (200 mL) and the reaction mixture filtered. The filtrate was purified by silica gel chromatography using 5% ethyl acetate in hexanes to give the title compound 11.7 g (92%). 1H NMR (400 MHz, CDCl3) δ8.14 (s, 1 H, Ar), 7.47 (s , 1 H, Ar), 2.59 (s, 3 H, CH3). The reactants are CC1=C(C(C(=O)O)=CC=C1)O (3-methylsalicylic acid), [OH-].[Na+] (sodium hydroxide), CI (methyl iodide), CN(C=O)C (N,N-dimethylformamide). The reagents and catalysts are [Ag]=O (silver oxide). The solvent is C(C)O (ethanol). The product is COC1=C(C(=O)O)C=CC=C1C (2-methoxy-3-methylbenzoic acid). RXN SMILES: [CH3:1][C:2]1[CH:10]=[CH:9][CH:8]=[C:4]([C:5]([OH:7])=[O:6])[C:3]=1[OH:11].CI.[CH3:14]N(C)C=O.[OH-].[Na+]>[Ag]=O.C(O)C>[CH3:14][O:11][C:3]1[C:2]([CH3:1])=[CH:10][CH:9]=[CH:8][C:4]=1[C:5]([OH:7])=[O:6] |f:3.4|. Procedure details: A mixture of 7.1 g. (0.05 mole) of 3-methylsalicylic acid, 23.1 g. (0.1 mole) of silver oxide and 25 ml. of methyl iodide in 150 ml. of N,N-dimethylformamide was stirred at 25° C. for 16 hours, then filtered. The filtrate was evaporated to provide a residue which was hydrolyzed by heating at 50° C. in an equivolume mixture of ethanol and 6N sodium hydroxide solution. The resulting mixture was acidified and filtered. The filtrate was evaporated, and the residue dissolved in base and treated with ... The reactants are [OH-].[Na+] (NaOH), [N+](=O)([O-])C1=CC=C(C(=O)Cl)C=C1 (4-nitrobenzoyl chloride), C(CC#N)#N (malononitrile), PhCH2N(CH2CH3)3Cl. Run in ClCCl (dichloromethane). Reaction conditions: temperature 0 celsius, time 1 hour. Yields the product OC(=C(C#N)C#N)C1=CC=C(C=C1)[N+](=O)[O-] (2-[hydroxy(4-nitrophenyl)methylene]malononitrile). The yield is 82.2%. As a reaction SMILES: [N+:1]([C:4]1[CH:12]=[CH:11][C:7]([C:8](Cl)=[O:9])=[CH:6][CH:5]=1)([O-:3])=[O:2].[C:13](#[N:17])[CH2:14][C:15]#[N:16].[OH-].[Na+]>ClCCl>[OH:9][C:8]([C:7]1[CH:11]=[CH:12][C:4]([N+:1]([O-:3])=[O:2])=[CH:5][CH:6]=1)=[C:14]([C:13]#[N:17])[C:15]#[N:16] |f:2.3|. Reported procedure: A 0° C. solution of 4-nitrobenzoyl chloride (24.12 g, 130 mmol) and malononitrile (8.60 g, 130 mmol) in dichloromethane (200 mL) was treated with PhCH2N(CH2CH3)3Cl (3.0 g), treated dropwise with 10N NaOH (30 mL), stirred at 0° C. for 1 hour, and filtered. The filter cake was washed with dichloromethane and diethyl ether, dissolved in 5% HCl, and extracted with ethyl acetate. The extract was dried (MgSO4), filtered, and concentrated. The concentrate was recrystallized from ethyl acetate/hexanes t...